Dataset: the Open Reaction Database (ORD), a public repository of structured organic reaction records. Task: describe an organic reaction: reactants, conditions, products, and yield Starting materials: COC=1C=C(CN)C=CC1OC (3,4-dimethoxybenzylamine), C(=O)(OCC)N1C(C=2C(C1=O)=CC=CC2)=O (N-carbethoxyphthalimide). Reagents/catalysts: C(C)N(CC)CC (triethylamine). The solvent is O1CCCC1 (tetrahydrofuran). Conditions: time 8 hour. Yields the product C1(C=2C(C(N1CC1=CC(=C(C=C1)OC)OC)=O)=CC=CC2)=O (1-phthalimido-1-(3′,4′-dimethoxyphenyl)methane). Yield: 59.9%. As a reaction SMILES: [CH3:1][O:2][C:3]1[CH:4]=[C:5]([CH:8]=[CH:9][C:10]=1[O:11][CH3:12])[CH2:6][NH2:7].C(N1[C:22](=[O:23])[C:21]2=[CH:24][CH:25]=[CH:26][CH:27]=[C:20]2[C:19]1=[O:28])(OCC)=O>O1CCCC1.C(N(CC)CC)C>[C:19]1(=[O:28])[N:7]([CH2:6][C:5]2[CH:8]=[CH:9][C:10]([O:11][CH3:12])=[C:3]([O:2][CH3:1])[CH:4]=2)[C:22](=[O:23])[C:21]2=[CH:24][CH:25]=[CH:26][CH:27]=[C:20]12. Reported procedure: To a stirred solution of 3,4-dimethoxybenzylamine (0.836 grams, 5.00 mmol) and N-carbethoxyphthalimide (1.10 grams, 5.00 mmol) in 20 milliliters of tetrahydrofuran was added 1 drop of triethylamine and the mixture stirred overnight. After 24 hours at room temperature, the mixture was refluxed for 16 hours, then allowed to cool to room temperature without stirring. Crystals formed on cooling. The mixture was filtered, the solid dried in vacuo to afford 0,89 grams (60%) of 1-phthalimido-1-(3′,4′-d...